This data is from the Open Reaction Database (ORD), a public repository of structured organic reaction records. The task is: describe an organic reaction: reactants, conditions, products, and yield Starting materials: COC(=O)CC(NC(=O)CNC(=O)CCCCNc1nc2ccccc2[nH]1)c1cccnc1, Cl. The product is O=C(O)CC(NC(=O)CNC(=O)CCCCNc1nc2ccccc2[nH]1)c1cccnc1. As a reaction SMILES: [CH3:2][O:3][C:4]([CH2:5][CH:6]([c:7]1[cH:8][n:9][cH:10][cH:11][cH:12]1)[NH:13][C:14]([CH2:15][NH:16][C:17]([CH2:18][CH2:19][CH2:20][CH2:21][NH:22][c:23]1[n:24][c:25]2[c:26]([nH:27]1)[cH:28][cH:29][cH:30][cH:31]2)=[O:32])=[O:33])=[O:34].[ClH:1]>>[O:3]=[C:4]([CH2:5][CH:6]([c:7]1[cH:8][n:9][cH:10][cH:11][cH:12]1)[NH:13][C:14]([CH2:15][NH:16][C:17]([CH2:18][CH2:19][CH2:20][CH2:21][NH:22][c:23]1[nH:24][c:25]2[c:26]([n:27]1)[cH:28][cH:29][cH:30][cH:31]2)=[O:32])=[O:33])[OH:34]. Reactants: N1CC(OCC1)CNC1=C(C=C(C=C1)S(=O)(=O)N)[N+](=O)[O-] (4-(morpholin-2-ylmethylamino)-3-nitrobenzenesulfonamide), C(C)N(C(C)C)C(C)C (N-ethyl-N-isopropylpropan-2-amine), C(C)(=O)OC(C)=O (acetic anhydride). Solvent: ClCCl (dichloromethane), CN(C=O)C (N,N-dimethylformamide). Reaction conditions: time 3 hour. Yields the product C(C)(=O)N1CC(OCC1)CNC1=C(C=C(C=C1)S(=O)(=O)N)[N+](=O)[O-] (4-((4-acetylmorpholin-2-yl)methylamino)-3-nitrobenzenesulfonamide). Reaction SMILES: [NH:1]1[CH2:6][CH2:5][O:4][CH:3]([CH2:7][NH:8][C:9]2[CH:14]=[CH:13][C:12]([S:15]([NH2:18])(=[O:17])=[O:16])=[CH:11][C:10]=2[N+:19]([O-:21])=[O:20])[CH2:2]1.C(N(C(C)C)C(C)C)C.[C:31](OC(=O)C)(=[O:33])[CH3:32]>ClCCl.CN(C)C=O>[C:31]([N:1]1[CH2:6][CH2:5][O:4][CH:3]([CH2:7][NH:8][C:9]2[CH:14]=[CH:13][C:12]([S:15]([NH2:18])(=[O:16])=[O:17])=[CH:11][C:10]=2[N+:19]([O-:21])=[O:20])[CH2:2]1)(=[O:33])[CH3:32]. Reported procedure: A solution of EXAMPLE 415B (145 mg) and N-ethyl-N-isopropylpropan-2-amine (120 μl) in anhydrous dichloromethane (5 mL) and N,N-dimethylformamide (2 mL) was cooled with an ice bath and acetic anhydride (56 μl) was added dropwise. The mixture was stirred at room temperature for 3 hours and concentrated to dryness. The residue was triturated with water. The resulting solid was dried under vacuum to give the title compound. Yields the product COC(=O)C(C(=O)OC)c1ccc([N+](=O)[O-])cc1Cl. As a reaction SMILES: [C:3]([CH2:4][C:5](=[O:6])[O:7][CH3:8])(=[O:9])[O:10][CH3:11].[Cl:12][c:13]1[c:14]([Cl:22])[cH:15][c:16]([N+:19](=[O:20])[O-:21])[cH:17][cH:18]1.[H-:2].[Na+:1].[O:23]=[CH:24][N:25]([CH3:26])[CH3:27]>>[C:3]([CH:4]([C:5](=[O:6])[O:7][CH3:8])[c:13]1[c:14]([Cl:22])[cH:15][c:16]([N+:19](=[O:20])[O-:21])[cH:17][cH:18]1)(=[O:9])[O:10][CH3:11]. Starting materials: COC(=O)CC(=O)OC, O=[N+]([O-])c1ccc(Cl)c(Cl)c1, [H-], [Na+], CN(C)C=O. The reactants are CC(C)([O-])C.[K+] (Potassium tert-butoxide), [Cl-].[N+](=O)([O-])C1=C(C[P+](C2=CC=CC=C2)(C2=CC=CC=C2)C2=CC=CC=C2)C=CC=C1 ((2-nitrobenzyl)triphenylphosphonium chloride), C(=O)[C@H]1N(C(OC1)(C)C)C(=O)OC(C)(C)C (tert-butyl (4S)-4-formyl-2,2-dimethyl-oxazolidine-3-carboxylate), )/( E ), CC1(OC[C@H](N1C(=O)OC(C)(C)C)C=CC1=C(C=CC=C1)[N+](=O)[O-])C (tert-Butyl (4R)-2,2-dimethyl-4-[2-(2-nitrophenyl)vinyl]-1,3-oxazolidine-3-carboxylate), obtained product. The reagents and catalysts are [Pd] (Pd/C). The solvent is O1CCOCC1 (1,4-dioxane), O (water), O1CCOCC1 (1,4 dioxane), CCOC(=O)C (EtOAc). Conditions: time 30 minute. Yields the product NC1=C(C=CC=C1)CC[C@H]1N(C(OC1)(C)C)C(=O)OC(C)(C)C (tert-Butyl (4R)-4-[2-(2-aminophenyl)ethyl]-2,2-dimethyl-1,3-oxazolidine-3-carboxylate). As a reaction SMILES: CC(C)([O-])C.[K+].[Cl-].[N+](C1C=CC=CC=1C[P+](C1C=CC=CC=1)(C1C=CC=CC=1)C1C=CC=CC=1)([O-])=O.C([C@@H]1COC(C)(C)N1C(OC(C)(C)C)=O)=O.[CH3:53][C:54]1([CH3:77])[N:58]([C:59]([O:61][C:62]([CH3:65])([CH3:64])[CH3:63])=[O:60])[C@H:57]([CH:66]=[CH:67][C:68]2[CH:73]=[CH:72][CH:71]=[CH:70][C:69]=2[N+:74]([O-])=O)[CH2:56][O:55]1>O1CCOCC1.CCOC(C)=O.[Pd].O>[NH2:74][C:69]1[CH:70]=[CH:71][CH:72]=[CH:73][C:68]=1[CH2:67][CH2:66][C@@H:57]1[CH2:56][O:55][C:54]([CH3:77])([CH3:53])[N:58]1[C:59]([O:61][C:62]([CH3:65])([CH3:64])[CH3:63])=[O:60] |f:0.1,2.3|. Reported procedure: Potassium tert-butoxide (498 mg, 4.44 mmol) was added to a solution of (2-nitrobenzyl)triphenylphosphonium chloride (2.04 g, 4.89 mmol) in 1,4-dioxane (10 mL) under an atmosphere of argon. The mixture was stirred for 30 min at room temperature and then at 80° C. for 40 min. A solution of tert-butyl (4S)-4-formyl-2,2-dimethyl-oxazolidine-3-carboxylate (510 mg, 2.22 mmol) in 1,4 dioxane (3.0 mL) was added with a syringe. The resulting mixture was refluxed for 4 h and then allowed to come to room t... Starting materials: CC(CNCC(C)(C)C)(C)N1C=NC(=C1)[N+](=O)[O-] (2-methyl-N-neopentyl-2-(4-nitro-1H-imidazol-1-yl)propan-1-amine), FC1=C2CC(CCC2=CC(=C1)F)N[C@H](C(=O)O)C1=CC=CC=C1 ((S)-2-(5,7-difluoro-1,2,3,4-tetrahydronaphthalen-3-ylamino)-2-phenylacetic acid). The product is FC=1C=C2CCC(CC2=C(C1)F)N[C@H](C(=O)NC=1N=CN(C1)C(CNCC(C)(C)C)(C)C)C1=CC=CC=C1 ((S)-2-(6,8-Difluoro-1,2,3,4-tetrahydro-naphthalen-2-ylamino)-N-{1-[2-(2,2-dimethyl-propylamino)-1,1-dimethyl-ethyl]-1H-imidazol-4-yl}-2-phenyl-acetamide). RXN SMILES: [CH3:1][C:2]([N:11]1[CH:15]=[C:14]([N+:16]([O-])=O)[N:13]=[CH:12]1)([CH3:10])[CH2:3][NH:4][CH2:5][C:6]([CH3:9])([CH3:8])[CH3:7].[F:19][C:20]1[CH:29]=[C:28]([F:30])[CH:27]=[C:26]2[C:21]=1[CH2:22][CH:23]([NH:31][C@@H:32]([C:36]1[CH:41]=[CH:40][CH:39]=[CH:38][CH:37]=1)[C:33](O)=[O:34])[CH2:24][CH2:25]2>>[F:30][C:28]1[CH:27]=[C:26]2[C:21](=[C:20]([F:19])[CH:29]=1)[CH2:22][CH:23]([NH:31][C@@H:32]([C:36]1[CH:37]=[CH:38][CH:39]=[CH:40][CH:41]=1)[C:33]([NH:16][C:14]1[N:13]=[CH:12][N:11]([C:2]([CH3:10])([CH3:1])[CH2:3][NH:4][CH2:5][C:6]([CH3:9])([CH3:8])[CH3:7])[CH:15]=1)=[O:34])[CH2:24][CH2:25]2. Procedure: 2-methyl-N-neopentyl-2-(4-nitro-1H-imidazol-1-yl)propan-1-amine (U.S. Ser. No. 11/078,898 filed Mar. 11, 2005) was reduced and coupled with (S)-2-(5,7-difluoro-1,2,3,4-tetrahydronaphthalen-3-ylamino)-2-phenylacetic acid to afford the title compound: MS 524 m/z (M+1). Starting materials: C1CCC2=NCCCN2CC1, CCO, COCCOC, COc1cc(-c2nc(N)nc(S(C)(=O)=O)c2C#N)cc(OC)c1OC. Yields the product CCOc1nc(N)nc(-c2cc(OC)c(OC)c(OC)c2)c1C#N. Reaction SMILES: [CH2:29]1[CH2:30][CH2:31][C:32]2=[N:37][CH2:36][CH2:35][CH2:34][N:33]2[CH2:38][CH2:39]1.[CH3:26][CH2:27][OH:28].[CH3:40][O:41][CH2:42][CH2:43][O:44][CH3:45].[NH2:1][c:2]1[n:3][c:4](-[c:14]2[cH:15][c:16]([O:24][CH3:25])[c:17]([O:22][CH3:23])[c:18]([O:20][CH3:21])[cH:19]2)[c:5]([C:12]#[N:13])[c:6]([S:8]([CH3:9])(=[O:10])=[O:11])[n:7]1>>[NH2:1][c:2]1[n:3][c:4](-[c:14]2[cH:15][c:16]([O:24][CH3:25])[c:17]([O:22][CH3:23])[c:18]([O:20][CH3:21])[cH:19]2)[c:5]([C:12]#[N:13])[c:6]([O:28][CH2:27][CH3:26])[n:7]1.